Dataset: the Open Reaction Database (ORD), a public repository of structured organic reaction records. Task: describe an organic reaction: reactants, conditions, products, and yield The reactants are CC1=CC(=C(C=C1)SC1=CC=C(C=C1)O)NC1=CC=NC2=NC(=CC=C12)CCC (4-[4-Methyl-2-(7-propyl-[1,8]naphthyridin-4-ylamino)-phenylsulfanyl]-phenol), CS(=O)(=O)Cl (methane sulfonyl chloride), C(C)(C)N(C(C)C)CC (N,N-diisopropylethylamine). The reagents and catalysts are CN(C)C=1C=CN=CC1 (DMAP). The solvent is C(Cl)Cl (CH2Cl2). Product: CC1=CC(=C(C=C1)SC1=CC=C(C=C1)OS(=O)(=O)C)NC1=CC=NC2=NC(=CC=C12)CCC (Methanesulfonic acid 4-[4-methyl-2-(7-propyl-[1,8]naphthyridin-4-ylamino)-phenylsulfanyl]-phenyl ester). Reaction SMILES: [CH3:1][C:2]1[CH:7]=[CH:6][C:5]([S:8][C:9]2[CH:14]=[CH:13][C:12]([OH:15])=[CH:11][CH:10]=2)=[C:4]([NH:16][C:17]2[C:26]3[C:21](=[N:22][C:23]([CH2:27][CH2:28][CH3:29])=[CH:24][CH:25]=3)[N:20]=[CH:19][CH:18]=2)[CH:3]=1.[CH3:30][S:31](Cl)(=[O:33])=[O:32].C(N(CC)C(C)C)(C)C>CN(C1C=CN=CC=1)C.C(Cl)Cl>[CH3:1][C:2]1[CH:7]=[CH:6][C:5]([S:8][C:9]2[CH:10]=[CH:11][C:12]([O:15][S:31]([CH3:30])(=[O:33])=[O:32])=[CH:13][CH:14]=2)=[C:4]([NH:16][C:17]2[C:26]3[C:21](=[N:22][C:23]([CH2:27][CH2:28][CH3:29])=[CH:24][CH:25]=3)[N:20]=[CH:19][CH:18]=2)[CH:3]=1. Reported procedure: The product from Example 6 (100 mg, 0.228 mmol) was reacted with methane sulfonyl chloride (28 mg, 0.251 mmol), N,N-diisopropylethylamine (88.4 mg, 0.684 mmol), and catalytic DMAP in CH2Cl2 for 18 h giving the crude title compound which was purified by HPLC with TFA providing the product as the trifluoroacetic acid (20 mg, 15%). 1H NMR (300 MHz, DMSO-d6) δ ppm: 0.97 (t, J=7.35 Hz, 3H) 1.77-1.90 (m, 2H) 2.40 (s, 3H) 2.98 (t, J=7.54 Hz, 2H) 3.43 (s, 3H) 6.34 (d, J=6.99 Hz, 1H) 7.19 (d, 2H) 7.27 (d... Starting materials: ClC=1C=C2C(C(NC2=CC1)=O)=O (5-chloroisatin), Cl.NCC(=O)C1=CC=C(C=C1)Cl (2-amino-1-(4-chlorophenyl)ethanone hydrochloride), O (water). Product: NC=1C(=NC2=CC=C(C=C2C1C(=O)O)Cl)C1=CC=C(C=C1)Cl (3-Amino-6-chloro-2-(4-chlorophenyl)-4-quinolinecarboxylic acid). Reaction SMILES: [Cl:1][C:2]1[CH:3]=[C:4]2[C:8](=[CH:9][CH:10]=1)[NH:7][C:6](=[O:11])[C:5]2=O.Cl.[NH2:14][CH2:15][C:16]([C:18]1[CH:23]=[CH:22][C:21]([Cl:24])=[CH:20][CH:19]=1)=O.[OH2:25]>>[NH2:14][C:15]1[C:16]([C:18]2[CH:23]=[CH:22][C:21]([Cl:24])=[CH:20][CH:19]=2)=[N:7][C:8]2[C:4]([C:5]=1[C:6]([OH:11])=[O:25])=[CH:3][C:2]([Cl:1])=[CH:10][CH:9]=2 |f:1.2|. Procedure: A solution of 4.54 g of 5-chloroisatin in water was reacted with 6.8 g of 2-amino-1-(4-chlorophenyl)ethanone hydrochloride by the procedure described in example 33, giving 6.27 g of the desired compound as a yellow solid,mp 240°-241° C. Reactants: CC(=O)O, COCc1cccc([N+](=O)[O-])c1, [Zn]. Product: COCc1cccc(N)c1. As a reaction SMILES: [CH3:13][C:14](=[O:15])[OH:16].[CH3:1][O:2][CH2:3][c:4]1[cH:5][c:6]([N+:10]([O-:11])=[O:12])[cH:7][cH:8][cH:9]1.[Zn:17]>>[CH3:1][O:2][CH2:3][c:4]1[cH:5][c:6]([NH2:10])[cH:7][cH:8][cH:9]1. The reactants are CC=1C=[N+](C=C(C1)C)[O-] (3,5-dimethylpyridine 1-oxide), C(C)(C)[Mg]Cl (i-PrMgCl), CCOC(=O)C (EtOAc), II (iodine). The solvent is C1CCOC1 (THF), petroleum ether, C1CCOC1 (THF). Conditions: time 2 hour. The product is IC1=[N+](C=C(C=C1C)C)[O-] (2-iodo-3,5-dimethylpyridine 1-oxide). The yield is 36.4%. Reaction SMILES: [CH3:1][C:2]1[CH:3]=[N+:4]([O-:9])[CH:5]=[C:6]([CH3:8])[CH:7]=1.C([Mg]Cl)(C)C.[I:15]I.CCOC(C)=O>C1COCC1>[I:15][C:3]1[C:2]([CH3:1])=[CH:7][C:6]([CH3:8])=[CH:5][N+:4]=1[O-:9]. Procedure details: To a solution of 3,5-dimethylpyridine 1-oxide (92 g, 0.75 mol) in THF (1300 mL) was added dropwise i-PrMgCl (600 mL, 1.2 mol) at −72° C. After stirring for 2 hr at the same temperature, a solution of iodine (350 g, 1.38 mol) in THF (500 mL) was added dropwise. After stirring for 1 hr, TLC (petroleum ether:EtOAc=1:4) showed the starting material was consumed almost. After quenching with Na2S2O3(aq.) (400 mL), THF was removed in vacuo and the residue was diluted with EtOAc (1500 mL). The solution ...